This data is from the Open Reaction Database (ORD), a public repository of structured organic reaction records. The task is: describe an organic reaction: reactants, conditions, products, and yield Starting materials: [N+](=O)([O-])C (Nitromethane), CN1CCC(CC1)=O (1-methyl-4-piperidone). The reagents and catalysts are C[O-].[Na+] (sodium methoxide). Run in C(C)O (ethanol), C(C)O (ethanol). The product is CN1CCC(CC1)(O)C[N+](=O)[O-] (1-methyl-4-nitromethylpiperidin-4-ol). The yield is 73.4%. Reaction SMILES: [N+:1]([CH3:4])([O-:3])=[O:2].[CH3:5][N:6]1[CH2:11][CH2:10][C:9](=[O:12])[CH2:8][CH2:7]1>C(O)C.C[O-].[Na+]>[CH3:5][N:6]1[CH2:11][CH2:10][C:9]([CH2:4][N+:1]([O-:3])=[O:2])([OH:12])[CH2:8][CH2:7]1 |f:3.4|. Procedure: Nitromethane (6.6 mL, 122.0 mmol) and sodium methoxide (0.94 mL of 25 wt % in methanol, 4.1 mmol) were added to a solution of 1-methyl-4-piperidone (10 mL, 81.3 mmol) in ethanol (10 mL). After 30 minutes more ethanol (15 mL) was added to facilitate stirring. The reaction mixture was stirred at ambient temperature for 2 days and then filtered. The isolated solid was rinsed with ether to provide 10.39 g of 1-methyl-4-nitromethylpiperidin-4-ol as a white powder. An additional 1.18 g was isolated fr... Reactants: NC(=S)N (thiourea), N(=O)[O-].[Na+] (sodium nitrite), resultant solution, BrBr (bromine), C=C1CC(=O)O1 (diketene), C([O-])(O)=O.[Na+] (sodium bicarbonate), NC1[C@@H]2N(C(=CCS2)C(=O)OCC2=CC=C(C=C2)[N+](=O)[O-])C1=O (4-nitrobenzyl 7-amino-3-cephem-4-carboxylate), C[Si](C)(C)C(C(=O)N)[Si](C)(C)C (bis(trimethylsilyl)acetamide), C([O-])(O)=O.[Na+] (sodium bicarbonate). The solvent is O (Water), C(Cl)Cl (methylene chloride), C(Cl)Cl (methylene chloride), O1CCCC1 (tetrahydrofuran). Run at time 30 minute. The product is NC=1SC=C(N1)C(C(=O)NC1[C@@H]2N(C(=CCS2)C(=O)OCC2=CC=C(C=C2)[N+](=O)[O-])C1=O)=NO (4-nitrobenzyl 7-[2-(2-amino-4-thiazolyl)-2-hydroxyiminoacetamido]-3-cephem-4-carboxylate). The yield is 49.1%. RXN SMILES: BrBr.[CH2:3]=[C:4]1[O:8][C:6](=O)[CH2:5]1.[NH2:9][CH:10]1[C:30](=[O:31])[N:12]2[C:13]([C:17]([O:19][CH2:20][C:21]3[CH:26]=[CH:25][C:24]([N+:27]([O-:29])=[O:28])=[CH:23][CH:22]=3)=[O:18])=[CH:14][CH2:15][S:16][C@H:11]12.C[Si](C([Si](C)(C)C)C(N)=O)(C)C.[N:44]([O-:46])=O.[Na+].C(=O)(O)[O-].[Na+].[NH2:53][C:54]([NH2:56])=[S:55]>C(Cl)Cl.O1CCCC1.O>[NH2:56][C:54]1[S:55][CH:3]=[C:4]([C:5](=[N:44][OH:46])[C:6]([NH:9][CH:10]2[C:30](=[O:31])[N:12]3[C:13]([C:17]([O:19][CH2:20][C:21]4[CH:22]=[CH:23][C:24]([N+:27]([O-:29])=[O:28])=[CH:25][CH:26]=4)=[O:18])=[CH:14][CH2:15][S:16][C@H:11]23)=[O:8])[N:53]=1 |f:4.5,6.7|. Procedure: A solution of bromine (43.0 g.) in methylene chloride (30 ml.) was dropwise added to a solution of diketene (22.6 g.) in methylene chloride (30 ml.) at -30° C. over 35 minutes, and stirred at the same temperature for 30 minutes. The solution was dropwise added to a stirred solution of 4-nitrobenzyl 7-amino-3-cephem-4-carboxylate (75.1 g.) and bis(trimethylsilyl)acetamide (68.4 g,) in tetrahydrofuran (1.5 l) at -15° C. over 10 minutes, and the solution was stirred at the same temperature for 50 m... Reactants: ClC1=C(C(=CC=C1)Cl)NC(=S)NC(C)=O (N-(2,6-dichlorophenyl)-N'-acetyl-thiourea), C([O-])([O-])=O.[K+].[K+] (potassium carbonate), C(C1=CC=CC=C1)Cl (benzylchloride). Run in CC(=O)C (acetone). Reaction conditions: time 4 hour. Product: ClC1=C(C(=CC=C1)Cl)NC(SCC1=CC=CC=C1)=NC(C)=O (N-(2,6-dichlorophenyl)-N'-acetyl-S-benzyl-isothiourea). RXN SMILES: [Cl:1][C:2]1[CH:7]=[CH:6][CH:5]=[C:4]([Cl:8])[C:3]=1[NH:9][C:10]([NH:12][C:13](=[O:15])[CH3:14])=[S:11].C(=O)([O-])[O-].[K+].[K+].[CH2:22](Cl)[C:23]1[CH:28]=[CH:27][CH:26]=[CH:25][CH:24]=1>CC(C)=O>[Cl:1][C:2]1[CH:7]=[CH:6][CH:5]=[C:4]([Cl:8])[C:3]=1[NH:9][C:10](=[N:12][C:13](=[O:15])[CH3:14])[S:11][CH2:22][C:23]1[CH:28]=[CH:27][CH:26]=[CH:25][CH:24]=1 |f:1.2.3|. Reported procedure: 5.2 g (0.02 M) of N-(2,6-dichlorophenyl)-N'-acetyl-thiourea, 1.7 g of (0.012 M) of ground potassium carbonate 2.6 ml (0.024 M) of benzylchloride and 80 ml of acetone are boiled in a reflux being energetically shaken for 4 hours. The acetone is distilled off. The product in the flask is washed with water and is filtered. After drying N-(2,6-dichlorophenyl)-N'-acetyl-S-benzylisothiourea is obtained with a melting point of 84°-95° C. After being recrystallized twice from ethanol it has a melting po... Starting materials: OC1=CC=C(C=C1)C1(C=2C=CC=CC2C(C2=CC=CC=C12)=O)C1=CC=C(C=C1)O (10,10-bis (p-hydroxyphenyl) anthrone), alcohol, [OH-].[Na+] (sodium hydroxide), S(=O)(=O)(OC)OC (dimethyl sulfate). Product: OC1=CC=C(C=C1)C1(C2=CC=CC=C2C(C=2C=CC=CC12)(C1=CC=C(C=C1)O)C1=CC=C(C=C1)O)C1=CC=C(C=C1)O (9,9,10,10-Tetrakis (4-hydroxyphenyl)anthracene). As a reaction SMILES: [OH:1][C:2]1[CH:7]=[CH:6][C:5]([C:8]2([C:23]3[CH:28]=[CH:27][C:26]([OH:29])=[CH:25][CH:24]=3)[C:21]3[C:16](=[CH:17][CH:18]=[CH:19][CH:20]=3)[C:15](=O)[C:14]3[CH:13]=[CH:12][CH:11]=[CH:10][C:9]2=3)=[CH:4][CH:3]=1.[OH-:30].[Na+].S([O:37][CH3:38])(OC)(=O)=O>>[OH:30][C:2]1[CH:7]=[CH:6][C:5]([C:15]2([C:8]3[CH:21]=[CH:20][C:38]([OH:37])=[CH:14][CH:9]=3)[C:14]3[CH:13]=[CH:12][CH:11]=[CH:10][C:9]=3[C:8]([C:5]3[CH:6]=[CH:7][C:2]([OH:1])=[CH:3][CH:4]=3)([C:23]3[CH:24]=[CH:25][C:26]([OH:29])=[CH:27][CH:28]=3)[C:21]3[C:16]2=[CH:17][CH:18]=[CH:19][CH:20]=3)=[CH:4][CH:3]=1 |f:1.2|. Procedure: A mixture of 7.6 g 10,10-bis (p-hydroxyphenyl) anthrone, 10 ml alcohol, and 100 ml 10% sodium hydroxide solution was refluxed and 30 ml dimethyl sulfate was added gradually. It was heated for 1 h and the crystalline precipitate was recrystallized from acetic acid to give a white product. MP=208°-209° C. Starting materials: C(=O)([O-])[O-].[Cs+].[Cs+] (Cs2CO3), NC1=CC=C(C=C1)O (4-aminophenol), BrCC#N (bromoacetonitrile). The solvent is C(C)#N (acetonitrile), C(C)#N (acetonitrile). Conditions: time 30 minute. The product is NC1=CC=C(OCC#N)C=C1 ((4-Amino-phenoxy)-acetonitrile). Reaction SMILES: C([O-])([O-])=O.[Cs+].[Cs+].[NH2:7][C:8]1[CH:13]=[CH:12][C:11]([OH:14])=[CH:10][CH:9]=1.Br[CH2:16][C:17]#[N:18]>C(#N)C>[NH2:7][C:8]1[CH:13]=[CH:12][C:11]([O:14][CH2:16][C:17]#[N:18])=[CH:10][CH:9]=1 |f:0.1.2|. Reported procedure: Cs2CO3 (1629 mg, 5 mmol) was added in one portion to a solution of 4-aminophenol (541 mg, 5 mmol) in acetonitrile (20 mL). The reaction mixture was stirred at room temperature for 30 min and cooled to 0° C. prior to the addition of a solution of bromoacetonitrile (313 μL, 5 mmol) in acetonitrile (10 mL) dropwise. After stirring at room temperature for 48 h (TLC control), the reaction mixture is filtered and the filtrate evaporated to dryness in vacuo. The residue obtained after solvent removal w...